Dataset: the Open Reaction Database (ORD), a public repository of structured organic reaction records. Task: describe an organic reaction: reactants, conditions, products, and yield The reactants are CC(C)(CO)c1cc(C#N)ccc1O, CCOCC, COC(C)(C)OC, O=S(=O)(O)O. Product: CC1(C)OCC(C)(C)c2cc(C#N)ccc2O1. Reaction SMILES: [C:1](#[N:2])[c:3]1[cH:4][cH:5][c:6]([OH:14])[c:7]([C:9]([CH2:10][OH:11])([CH3:12])[CH3:13])[cH:8]1.[CH3:20][CH2:21][O:22][CH2:23][CH3:24].[CH3:25][O:26][C:27]([CH3:28])([CH3:29])[O:30][CH3:31].[S:15](=[O:16])(=[O:17])([OH:18])[OH:19]>>[C:1](#[N:2])[c:3]1[cH:4][cH:5][c:6]2[c:7]([cH:8]1)[C:9]([CH3:12])([CH3:13])[CH2:10][O:11][C:27]([CH3:28])([CH3:29])[O:14]2.